This data is from the Open Reaction Database (ORD), a public repository of structured organic reaction records. The task is: describe an organic reaction: reactants, conditions, products, and yield Reactants: Cc1ccc2c(c1)C(c1ccccc1)CC(O)O2, CO, CC(C)NC(C)C, Cl, [H][H], OC1C=Cc2ccccc2O1, Cc1ccccc1O. The product is Cc1ccc(O)c(C(CCN(C(C)C)C(C)C)c2ccccc2)c1, Cl. Reaction SMILES: [CH3:1][c:2]1[cH:3][cH:4][c:5]2[c:6]([cH:18]1)[CH:7]([c:12]1[cH:13][cH:14][cH:15][cH:16][cH:17]1)[CH2:8][CH:9]([OH:11])[O:10]2.[CH3:48][OH:49].[CH:27]([CH3:28])([CH3:29])[NH:30][CH:31]([CH3:32])[CH3:33].[ClH:47].[H:45][H:46].[O:34]1[c:35]2[cH:36][cH:37][cH:38][cH:39][c:40]2[CH:41]=[CH:42][CH:43]1[OH:44].[c:19]1([CH3:20])[c:21]([OH:22])[cH:23][cH:24][cH:25][cH:26]1>>[CH3:1][c:2]1[cH:3][cH:4][c:5]([OH:10])[c:6]([CH:7]([CH2:8][CH2:9][N:30]([CH:27]([CH3:28])[CH3:29])[CH:31]([CH3:32])[CH3:33])[c:12]2[cH:13][cH:14][cH:15][cH:16][cH:17]2)[cH:18]1.[ClH:47]. Reactants: Nc1ccc(Oc2ncc(Br)cn2)c(Cl)c1, CO, O=C=NC(=O)c1ccccc1[N+](=O)[O-], C1COCCO1, O. Yields the product O=C(NC(=O)c1ccccc1[N+](=O)[O-])Nc1ccc(Oc2ncc(Br)cn2)c(Cl)c1. RXN SMILES: [Br:1][c:2]1[cH:3][n:4][c:5]([O:8][c:9]2[c:10]([Cl:16])[cH:11][c:12]([NH2:13])[cH:14][cH:15]2)[n:6][cH:7]1.[CH3:32][OH:33].[N+:17](=[O:18])([O-:19])[c:20]1[c:21]([C:22](=[O:23])[N:24]=[C:25]=[O:26])[cH:27][cH:28][cH:29][cH:30]1.[O:34]1[CH2:35][CH2:36][O:37][CH2:38][CH2:39]1.[OH2:31]>>[Br:1][c:2]1[cH:3][n:4][c:5]([O:8][c:9]2[c:10]([Cl:16])[cH:11][c:12]([NH:13][C:25]([NH:24][C:22]([c:21]3[c:20]([N+:17](=[O:18])[O-:19])[cH:30][cH:29][cH:28][cH:27]3)=[O:23])=[O:26])[cH:14][cH:15]2)[n:6][cH:7]1. As a reaction SMILES: [BH4-:12].[CH3:1][OH:2].[Na+:13].[OH2:14].[n:3]1[c:4]([C:9]([CH3:10])=[O:11])[cH:5][cH:6][cH:7][cH:8]1>>[n:3]1[c:4]([CH:9]([CH3:10])[OH:11])[cH:5][cH:6][cH:7][cH:8]1. Yields the product CC(O)c1ccccn1. The reactants are [BH4-], CO, [Na+], O, CC(=O)c1ccccn1. The reactants are CCCCCC1CCC(c2cnc(-c3ccc(C(N)=O)cc3)nc2)CC1, ClCCl, Cl, O=S(=O)(Cl)c1ccccc1, c1ccncc1. Yields the product CCCCCC1CCC(c2cnc(-c3ccc(C#N)cc3)nc2)CC1. As a reaction SMILES: [CH2:11]([CH2:12][CH2:13][CH2:14][CH3:15])[CH:16]1[CH2:17][CH2:18][CH:19]([c:22]2[cH:23][n:24][c:25](-[c:28]3[cH:29][cH:30][c:31]([C:32](=[O:33])[NH2:34])[cH:35][cH:36]3)[n:26][cH:27]2)[CH2:20][CH2:21]1.[CH2:44]([Cl:45])[Cl:46].[ClH:43].[c:1]1([S:2]([Cl:3])(=[O:4])=[O:5])[cH:6][cH:7][cH:8][cH:9][cH:10]1.[cH:37]1[cH:38][cH:39][n:40][cH:41][cH:42]1>>[CH2:11]([CH2:12][CH2:13][CH2:14][CH3:15])[CH:16]1[CH2:17][CH2:18][CH:19]([c:22]2[cH:23][n:24][c:25](-[c:28]3[cH:29][cH:30][c:31]([C:32]#[N:34])[cH:35][cH:36]3)[n:26][cH:27]2)[CH2:20][CH2:21]1. Starting materials: Cl (hydrogen chloride), Cl.OCCOC1(CCNCC1)C1=CC=CC=C1 (4-(2-hydroxyethoxy)-4-phenylpiperidine hydrochloride), C(C1=CC=CC=C1)(=O)N1CC(CCC1)(CCCOS(=O)(=O)C)C1=CC(=C(C=C1)Cl)Cl (1-Benzoyl-3-(3,4-dichlorophenyl)-3-[3-(methanesulfonyloxy)propyl]piperidine), C(=O)([O-])[O-].[K+].[K+] (K2CO3). The solvent is CN(C)C=O (DMF), O (water), C(Cl)Cl (DCM). Conditions: temperature 60 celsius, time 8 hour. The product is O.Cl.C(C1=CC=CC=C1)(=O)N1CC(CCC1)(CCCN1CCC(CC1)(C1=CC=CC=C1)OCCO)C1=CC(=C(C=C1)Cl)Cl (1-Benzoyl-3-(3,4-dichlorophenyl)-3-[3-[4-(2-hydroxyethoxy)-4-phenylpiperid-1-yl]propyl]piperidine hydrochloride monohydrate). Isolated yield 102.2%. RXN SMILES: Cl.[OH:2][CH2:3][CH2:4][O:5][C:6]1([C:12]2[CH:17]=[CH:16][CH:15]=[CH:14][CH:13]=2)[CH2:11][CH2:10][NH:9][CH2:8][CH2:7]1.[C:18]([N:26]1[CH2:31][CH2:30][CH2:29][C:28]([C:40]2[CH:45]=[CH:44][C:43]([Cl:46])=[C:42]([Cl:47])[CH:41]=2)([CH2:32][CH2:33][CH2:34]OS(C)(=O)=O)[CH2:27]1)(=[O:25])[C:19]1[CH:24]=[CH:23][CH:22]=[CH:21][CH:20]=1.C([O-])([O-])=O.[K+].[K+].Cl>CN(C=O)C.C(Cl)Cl.O>[OH2:2].[ClH:46].[C:18]([N:26]1[CH2:31][CH2:30][CH2:29][C:28]([C:40]2[CH:45]=[CH:44][C:43]([Cl:46])=[C:42]([Cl:47])[CH:41]=2)([CH2:32][CH2:33][CH2:34][N:9]2[CH2:8][CH2:7][C:6]([O:5][CH2:4][CH2:3][OH:2])([C:12]3[CH:17]=[CH:16][CH:15]=[CH:14][CH:13]=3)[CH2:11][CH2:10]2)[CH2:27]1)(=[O:25])[C:19]1[CH:20]=[CH:21][CH:22]=[CH:23][CH:24]=1 |f:0.1,3.4.5,10.11.12|. Procedure: A mixture of 1 g of 4-(2-hydroxyethoxy)-4-phenylpiperidine hydrochloride, 1.7 g of the compound obtained in step B of EXAMPLE 1 and 0.65 g of K2CO3 in 15 ml of DMF is heated at 60° C. for 2 hours and the reaction mixture is then stirred overnight at RT. It is poured into water and extracted with DCM, the organic phase is washed with water and dried over Na2SO4 and the solvent is evaporated off under vacuum. The residue is chromatographed on silica H using DCM and then a DCM/MeOH mixture (96/4; v... Reactants: C(C)OC([C@@H](NC(C(F)(F)F)=O)CC(=O)O)=O (N-(trifluoroacetyl)-L-aspartic acid α-ethyl ester), O=S(Cl)Cl (SOCl2), C1(=CC=CC=C1)C (toluene). Product: C(C)N([C@@H](CC(=O)Cl)C(=O)O)C(C(F)(F)F)=O (Ethyl N-(trifluoroacetyl)-L-β-aspartyl chloride). Reaction SMILES: C([O:3][C:4](=[O:17])[C@H:5]([CH2:13][C:14]([OH:16])=O)[NH:6][C:7](=[O:12])[C:8]([F:11])([F:10])[F:9])C.O=S(Cl)[Cl:20].[C:22]1([CH3:28])C=CC=CC=1>>[CH2:22]([N:6]([C:7](=[O:12])[C:8]([F:9])([F:10])[F:11])[C@H:5]([C:4]([OH:3])=[O:17])[CH2:13][C:14]([Cl:20])=[O:16])[CH3:28]. Procedure: To a solution of N-(trifluoroacetyl)-L-aspartic acid α-ethyl ester (3 g, 11.7 mmol) in dry toluene (15 mL) was added SOCl2 (3 mL). After stirring at reflux for 1 h, the solution was cooled to rt. The mixture was filtered and the solid was washed with cold toluene. The solid was dried to afford the title compound. 1H NMR (400 MHz, CDCl3): δ4.71-4.75 (m, 1H), 4.28-2.36 (m, 2H), 3.64-3.70 (m, 1H), 3.56-3.61 (m, 1H), 1.31 (t, J=6 Hz, 3H). Starting materials: CN1CCNCC1 (N-methyl piperazine), C(CCl)Cl (EDC), C=1C=CC2=C(C1)N=NN2O (HOBT), O=C1C=CC2=C(N1C1=CC=CC=C1)SC(=C2C2=CC=CC=C2)C(=O)O (6-oxo-3,7-diphenyl-6,7-dihydrothieno[2,3-b]pyridine-2-carboxylic acid). Solvent: C(Cl)Cl (DCM), C(Cl)Cl (DCM), C(Cl)Cl (DCM). Conditions: time 15 minute. Yields the product CN1CCN(CC1)C(=O)C1=C(C2=C(N(C(C=C2)=O)C2=CC=CC=C2)S1)C1=CC=CC=C1 (2-[(4-Methylpiperazino)carbonyl]-3,7-diphenylthieno[2,3-b]pyridin-6(7H)-one). The yield is 65.8%. Reaction SMILES: [O:1]=[C:2]1[N:7]([C:8]2[CH:13]=[CH:12][CH:11]=[CH:10][CH:9]=2)[C:6]2[S:14][C:15]([C:23](O)=[O:24])=[C:16]([C:17]3[CH:22]=[CH:21][CH:20]=[CH:19][CH:18]=3)[C:5]=2[CH:4]=[CH:3]1.C(Cl)CCl.C1C=CC2N(O)N=NC=2C=1.[CH3:40][N:41]1[CH2:46][CH2:45][NH:44][CH2:43][CH2:42]1>C(Cl)Cl>[CH3:40][N:41]1[CH2:46][CH2:45][N:44]([C:23]([C:15]2[S:14][C:6]3[N:7]([C:8]4[CH:13]=[CH:12][CH:11]=[CH:10][CH:9]=4)[C:2](=[O:1])[CH:3]=[CH:4][C:5]=3[C:16]=2[C:17]2[CH:22]=[CH:21][CH:20]=[CH:19][CH:18]=2)=[O:24])[CH2:43][CH2:42]1. Procedure: To a suspension of the compound of Example 59 (100 mg, 0.29 mmol) in DCM (2 mL) was added EDC (67 mg, 0.348 mmol) and HOBT (43 mg, 0.32 mmol) and the mixture stirred at r.t. for 15 minutes. A solution N-methyl piperazine (28 mg, 0.32 mmol) in DCM (0.5 mL) was added and the reaction stirred at r.t. for 18 h. The reaction mixture was diluted with DCM (10 mL), washed with water (2×5 mL), dried (MgSO4) and concentrated in vacuo. The crude product was purified by chromatography on silica (0–20% THF i... Reactants: C1CCOC1, COc1ccc(C=O)cc1, CC(=O)O, CCOC(C)=O, O=C1NC(Cc2cc(F)cc(F)c2)C(C2Cc3ccccc3CN2)O1. Product: COc1ccc(CN2Cc3ccccc3CC2C2OC(=O)NC2Cc2cc(F)cc(F)c2)cc1. RXN SMILES: [CH2:46]1[O:47][CH2:48][CH2:49][CH2:50]1.[CH3:26][O:27][c:28]1[cH:29][cH:30][c:31]([CH:32]=[O:33])[cH:34][cH:35]1.[CH3:36][C:37](=[O:38])[OH:39].[CH3:40][CH2:41][O:42][C:43](=[O:44])[CH3:45].[F:1][c:2]1[cH:3][c:4]([CH2:5][CH:6]2[NH:7][C:8](=[O:21])[O:9][CH:10]2[CH:11]2[NH:12][CH2:13][c:14]3[cH:15][cH:16][cH:17][cH:18][c:19]3[CH2:20]2)[cH:22][c:23]([F:25])[cH:24]1>>[F:1][c:2]1[cH:3][c:4]([CH2:5][CH:6]2[NH:7][C:8](=[O:21])[O:9][CH:10]2[CH:11]2[N:12]([CH2:32][c:31]3[cH:30][cH:29][c:28]([O:27][CH3:26])[cH:35][cH:34]3)[CH2:13][c:14]3[cH:15][cH:16][cH:17][cH:18][c:19]3[CH2:20]2)[cH:22][c:23]([F:25])[cH:24]1. Starting materials: ( C ), [H-].[Na+] (sodium hydride), C(CO)(=O)OCC (ethyl glycolate), alkoxide, CSC1=NC(=C(C(=N1)Cl)[N+](=O)[O-])OC1=CC(=CC=C1)C(=O)N(C)C (2-methylthio-4-chloro-5-nitro-6-(3-dimethylaminocarbonylphenoxy)pyrimidine). Run in O1CCCC1 (tetrahydrofuran). Run at time 1 hour. The product is CSC1=NC(=C(C(=N1)OCC(=O)OCC)[N+](=O)[O-])OC1=CC(=CC=C1)C(=O)N(C)C (2-methylthio-4-(ethoxycarbonyl)methoxy-5-nitro-6-(3-dimethylaminocarbonylphenoxy)pyrimidine). The yield is 48.0%. Reaction SMILES: [H-].[Na+].[C:3]([O:7][CH2:8][CH3:9])(=[O:6])[CH2:4][OH:5].[CH3:10][S:11][C:12]1[N:17]=[C:16](Cl)[C:15]([N+:19]([O-:21])=[O:20])=[C:14]([O:22][C:23]2[CH:28]=[CH:27][CH:26]=[C:25]([C:29]([N:31]([CH3:33])[CH3:32])=[O:30])[CH:24]=2)[N:13]=1>O1CCCC1>[CH3:10][S:11][C:12]1[N:17]=[C:16]([O:5][CH2:4][C:3]([O:7][CH2:8][CH3:9])=[O:6])[C:15]([N+:19]([O-:21])=[O:20])=[C:14]([O:22][C:23]2[CH:28]=[CH:27][CH:26]=[C:25]([C:29]([N:31]([CH3:32])[CH3:33])=[O:30])[CH:24]=2)[N:13]=1 |f:0.1|. Procedure details: To sodium hydride (0.63 g, 15.72 mmol) in 30 mL tetrahydrofuran at 0° C. was added ethyl glycolate (1.15 mL, 12.09 mmol) over 10 minutes. The resulting alkoxide was then added to 2-methylthio-4-chloro-5-nitro-6-(3-dimethylaminocarbonylphenoxy)pyrimidine, a compound of formula (C), (4.46 g., 12.09 mmol), dropwise at 0° C. over 5 minutes. After 1 hours, the reaction mixture was warmed to ambient temperature and stirred for an additional 2 hours. The volatiles were evaporated to yield 2.55 g (48% y... The reactants are C(C=C)ON=C1C[C@H](N(C1)C(=O)OC(C)(C)C)C(=O)O ((2S,4EZ)-4-[(allyloxy)-imino]-1-(tert-butoxycarbonyl)-2-pyrrolidinecarboxylic acid), C1(=CC=C(C=C1)C(=O)Cl)C1=CC=CC=C1 ([1,1′-biphenyl]-4-carbonyl chloride), C(C)N1C2=CC=CC=C2C=2C=C(C=CC12)N (9-ethyl-9H-carbazol-3-amine). Yields the product C(C=C)ON=C1C[C@H](N(C1)C(=O)C1=CC=C(C=C1)C1=CC=CC=C1)C(=O)NC=1C=CC=2N(C3=CC=CC=C3C2C1)CC ((2S,4EZ)-4-[(allyloxy)imino]-1-([1,1′-biphenyl]-4-ylcarbonyl)-N-(9-ethyl-9H-carbazol-3-yl)-2-pyrrolidinecarboxamide). Reaction SMILES: [CH2:1]([O:4][N:5]=[C:6]1[CH2:10][N:9]([C:11]([O:13]C(C)(C)C)=O)[C@H:8]([C:18]([OH:20])=O)[CH2:7]1)[CH:2]=[CH2:3].[C:21]1([C:30]2[CH:35]=[CH:34][CH:33]=[CH:32][CH:31]=2)[CH:26]=[CH:25][C:24](C(Cl)=O)=[CH:23][CH:22]=1.[CH2:36]([N:38]1[C:50]2[CH:49]=[CH:48][C:47]([NH2:51])=[CH:46][C:45]=2[C:44]2[C:39]1=[CH:40][CH:41]=[CH:42][CH:43]=2)[CH3:37]>>[CH2:1]([O:4][N:5]=[C:6]1[CH2:10][N:9]([C:11]([C:33]2[CH:34]=[CH:35][C:30]([C:21]3[CH:26]=[CH:25][CH:24]=[CH:23][CH:22]=3)=[CH:31][CH:32]=2)=[O:13])[C@H:8]([C:18]([NH:51][C:47]2[CH:48]=[CH:49][C:50]3[N:38]([CH2:36][CH3:37])[C:39]4[C:44]([C:45]=3[CH:46]=2)=[CH:43][CH:42]=[CH:41][CH:40]=4)=[O:20])[CH2:7]1)[CH:2]=[CH2:3]. Procedure details: Following the general method as outlined in Example 22, starting from (2S,4EZ)-4-[(allyloxy)-imino]-1-(tert-butoxycarbonyl)-2-pyrrolidinecarboxylic acid, [1,1′-biphenyl]-4-carbonyl chloride, and 9-ethyl-9H-carbazol-3-amine the title compound was obtained in 51% purity by LC/MS. MS(ESI+): m/z=557.2.